describe an organic reaction: reactants, conditions, products, and yield From a dataset of the Open Reaction Database (ORD), a public repository of structured organic reaction records. Reactants: ice, C(C1=CC=CC=C1)O[C@H]1[C@H]([C@@H](O[C@@H]1[C@H](OCC1=CC=CC=C1)CO)N1C(=O)NC(=O)C(C)=C1)O (1-(3,5-di-O-benzyl-β-D-allofuranosyl)thymine), 4—N,N-(dimethylamino)pyridine, C1(=CC=C(C=C1)S(=O)(=O)Cl)C (p-toluenesulphonyl chloride). Solvent: ClCCl (dichloromethane). Conditions: time 3 hour. Yields the product C(C1=CC=CC=C1)O[C@H]1[C@H]([C@@H](O[C@@H]1[C@H](OCC1=CC=CC=C1)COS(=O)(=O)C1=CC=C(C=C1)C)N1C(=O)NC(=O)C(C)=C1)OS(=O)(=O)C1=CC=C(C=C1)C (1-(3,5-di-O-benzyl-2,6-di-O-(p-toluenesulphonyl)-β-D-allofuranosyl)thymine), material. Yield: 71.0%. Reaction SMILES: [CH2:1]([O:8][C@@H:9]1[C@@H:13]([C@@H:14]([CH2:23][OH:24])[O:15][CH2:16][C:17]2[CH:22]=[CH:21][CH:20]=[CH:19][CH:18]=2)[O:12][C@@H:11]([N:25]2[CH:33]=[C:31]([CH3:32])[C:29](=[O:30])[NH:28][C:26]2=[O:27])[C@@H:10]1[OH:34])[C:2]1[CH:7]=[CH:6][CH:5]=[CH:4][CH:3]=1.[C:35]1([CH3:45])[CH:40]=[CH:39][C:38]([S:41](Cl)(=[O:43])=[O:42])=[CH:37][CH:36]=1>ClCCl>[CH2:1]([O:8][C@@H:9]1[C@@H:13]([C@@H:14]([CH2:23][O:24][S:41]([C:38]2[CH:39]=[CH:40][C:35]([CH3:45])=[CH:36][CH:37]=2)(=[O:43])=[O:42])[O:15][CH2:16][C:17]2[CH:22]=[CH:21][CH:20]=[CH:19][CH:18]=2)[O:12][C@@H:11]([N:25]2[CH:33]=[C:31]([CH3:32])[C:29](=[O:30])[NH:28][C:26]2=[O:27])[C@@H:10]1[O:34][S:41]([C:38]1[CH:39]=[CH:40][C:35]([CH3:45])=[CH:36][CH:37]=1)(=[O:43])=[O:42])[C:2]1[CH:3]=[CH:4][CH:5]=[CH:6][CH:7]=1. Reported procedure: To a stirred solution of nucleoside 16 (0.60 g, 1.28 mmol) in dichloromethane (70 cm3) at room temperature was added 4—N,N-(dimethylamino)pyridine (0.63g, 5.12 mmol) and p-toluenesulphonyl chloride (0.73 g, 3.84 mmol). After stirring for 3 h, ice-cold H2O (50 cm3) was added and extraction was performed using dichloromethane (3×75 cm3). The combined organic phase was dried (Na2SO4) and evaporated to dryness under reduced pressure. The residue was purified by silica gel column chromatography using...